This data is from the Open Reaction Database (ORD), a public repository of structured organic reaction records. The task is: describe an organic reaction: reactants, conditions, products, and yield The reactants are C(CC(=O)N)(=O)[O-] (malonamate), hydrochloric acid ice, SC1=C(C=CC=C1)C(C(=O)OC)C(=O)N (Methyl o-mercaptophenylmalonamate), C[O-].[Na+] (sodium methoxide), resultant mixture. The solvent is CN(C=O)C (dimethylformamide). The product is OC1=C(C2=C(S1)C=CC=C2)C(=O)N (2-hydroxybenzo(b)thiophene-3-carboxamide). As a reaction SMILES: [SH:1][C:2]1[CH:7]=[CH:6][CH:5]=[CH:4][C:3]=1[CH:8]([C:13]([NH2:15])=[O:14])[C:9](OC)=[O:10].C[O-].[Na+].C([O-])(=O)CC(N)=O>CN(C)C=O>[OH:10][C:9]1[S:1][C:2]2[CH:7]=[CH:6][CH:5]=[CH:4][C:3]=2[C:8]=1[C:13]([NH2:15])=[O:14] |f:1.2|. Procedure: Methyl o-mercaptophenylmalonamate (4.5 g, 0.02 m) and dried dimethylformamide (50 ml) at 10° C. is treated with sodium methoxide (3.2 g, 0.06 m) under a nitrogen atmosphere, and the resultant mixture allowed to stir at ambient temperature until no starting malonamate remains (thin-layer analysis). The reaction mixture is added to a stirred excess dilute hydrochloric acid-ice mixture, aged and filtered to yield 2-hydroxybenzo(b)thiophene-3-carboxamide. Starting materials: [C-]#N.[Na+] (sodium cyanide), [Cu]C#N (copper (I) cyanide), BrC=1C(=NC(=C(N1)C1=CC=NC=C1)C=1OC=CC1)N (3-Bromo-6-(2-furyl)-5-pyridin-4-ylpyrazin-2-amine). The solvent is CN(C=O)C (dimethylformamide). Conditions: temperature 120 celsius, time 2 hour. The product is NC=1C(=NC(=C(N1)C=1OC=CC1)C1=CC=NC=C1)C#N (3-Amino-5-(2-furyl)-6-pyridin-4-ylpyrazine-2-carbonitrile). Isolated yield 70.5%. Reaction SMILES: [C-]#N.[Na+].[Cu][C:5]#[N:6].Br[C:8]1[C:9]([NH2:25])=[N:10][C:11]([C:20]2[O:21][CH:22]=[CH:23][CH:24]=2)=[C:12]([C:14]2[CH:19]=[CH:18][N:17]=[CH:16][CH:15]=2)[N:13]=1>CN(C)C=O>[NH2:25][C:9]1[C:8]([C:5]#[N:6])=[N:13][C:12]([C:14]2[CH:19]=[CH:18][N:17]=[CH:16][CH:15]=2)=[C:11]([C:20]2[O:21][CH:22]=[CH:23][CH:24]=2)[N:10]=1 |f:0.1|. Procedure: A mixture of sodium cyanide (21 mg, 0.42 mmol) and copper (I) cyanide (38 mg, 0.42 mmol) in anhydrous dimethylformamide (1.5 mL) was heated to 120° C. 3-Bromo-6-(2-furyl)-5-pyridin-4-ylpyrazin-2-amine (Example 62, 90 mg, 0.28 mmol) was added in portions. After stirring at 120° C. for two hours, the mixture was cooled and evaporated. A 0.75M aqueous solution of sodium cyanide (6 mL) was added, stirred for 10 min at room temperature and partitioned between water and ethyl acetate. The aqueous phas... The reactants are C(C)(=O)OCC (ethyl acetate), [H-].[Na+] (Sodium hydride), N1=CC=C(C=C1)N1CCN(CC1)C1=CC=C(C=C1)O (4-[4-(4-pyridyl)piperazin-1-yl]phenol), C[C@H](CC(=O)OC(C)(C)C)COS(=O)(=O)C1=CC=C(C=C1)C (tert-Butyl (3R)-3-methyl-4-(p-toluene-sulphonyloxy)butyrate). Solvent: CN(C)C=O (DMF). Conditions: time 45 minute. Product: C[C@H](CC(=O)OC(C)(C)C)COC1=CC=C(C=C1)N1CCN(CC1)C1=CC=NC=C1 (tert-butyl (3R)-3-methyl-4-[4-[4-(4-pyridyl)piperazin-1-yl]phenoxy]butyrate). Isolated yield 42.4%. RXN SMILES: [H-].[Na+].[N:3]1[CH:8]=[CH:7][C:6]([N:9]2[CH2:14][CH2:13][N:12]([C:15]3[CH:20]=[CH:19][C:18]([OH:21])=[CH:17][CH:16]=3)[CH2:11][CH2:10]2)=[CH:5][CH:4]=1.[CH3:22][C@@H:23]([CH2:32]OS(C1C=CC(C)=CC=1)(=O)=O)[CH2:24][C:25]([O:27][C:28]([CH3:31])([CH3:30])[CH3:29])=[O:26].C(OCC)(=O)C>CN(C=O)C>[CH3:22][C@@H:23]([CH2:32][O:21][C:18]1[CH:19]=[CH:20][C:15]([N:12]2[CH2:11][CH2:10][N:9]([C:6]3[CH:7]=[CH:8][N:3]=[CH:4][CH:5]=3)[CH2:14][CH2:13]2)=[CH:16][CH:17]=1)[CH2:24][C:25]([O:27][C:28]([CH3:29])([CH3:31])[CH3:30])=[O:26] |f:0.1|. Procedure: Sodium hydride (60% dispersion in mineral oil, 2.44 g) was added to a stirred suspension of 4-[4-(4-pyridyl)piperazin-1-yl]phenol (15.5 g) in dry DMF (120 ml) and the mixture was stirred for 45 minutes at room temperature. tert-Butyl (3R)-3-methyl-4-(p-toluene-sulphonyloxy)butyrate (20 g) was added and the mixture was stirred at. room temperature for 20 hours. The mixture was evaporated and the residue was partitioned between dichloromethane and water. The organic layer was washed with water, fi... Starting materials: CCCN(C)C(=O)c1cc(C=O)cc(C(=O)OCC)c1, C1CCOC1, C[Si](C)(C)C(F)(F)F, CCCC[N+](CCCC)(CCCC)CCCC, [F-]. The product is CCCN(C)C(=O)c1cc(C(=O)OCC)cc(C(O)C(F)(F)F)c1. As a reaction SMILES: [CH2:1]([CH3:2])[O:3][C:4]([c:5]1[cH:6][c:7]([C:8](=[O:9])[N:10]([CH2:11][CH2:12][CH3:13])[CH3:14])[cH:15][c:16]([CH:18]=[O:19])[cH:17]1)=[O:20].[CH2:47]1[O:48][CH2:49][CH2:50][CH2:51]1.[CH3:21][Si:22]([C:23]([F:24])([F:25])[F:26])([CH3:27])[CH3:28].[CH3:30][CH2:31][CH2:32][CH2:33][N+:34]([CH2:35][CH2:36][CH2:37][CH3:38])([CH2:39][CH2:40][CH2:41][CH3:42])[CH2:43][CH2:44][CH2:45][CH3:46].[F-:29]>>[CH2:1]([CH3:2])[O:3][C:4]([c:5]1[cH:6][c:7]([C:8](=[O:9])[N:10]([CH2:11][CH2:12][CH3:13])[CH3:14])[cH:15][c:16]([CH:18]([OH:19])[C:23]([F:24])([F:25])[F:26])[cH:17]1)=[O:20].